From a dataset of the Open Reaction Database (ORD), a public repository of structured organic reaction records. describe an organic reaction: reactants, conditions, products, and yield Reactants: CN1C(C(=O)Nc2cccccc2=O)=C(OC(=O)C=Cc2ccccc2)c2sccc2S1(=O)=O, CO, [Na+], [OH-]. Yields the product CN1C(C(=O)Nc2cccccc2=O)=C(O)c2sccc2S1(=O)=O. As a reaction SMILES: [C:1](=[O:2])([CH:3]=[CH:4][c:5]1[cH:6][cH:7][cH:8][cH:9][cH:10]1)[O:11][C:12]1=[C:13]([C:24](=[O:25])[NH:26][c:27]2[c:28](=[O:34])[cH:29][cH:30][cH:31][cH:32][cH:33]2)[N:14]([CH3:23])[S:15](=[O:21])(=[O:22])[c:16]2[c:17]1[s:18][cH:19][cH:20]2.[CH3:37][OH:38].[Na+:36].[OH-:35]>>[OH:11][C:12]1=[C:13]([C:24](=[O:25])[NH:26][c:27]2[c:28](=[O:34])[cH:29][cH:30][cH:31][cH:32][cH:33]2)[N:14]([CH3:23])[S:15](=[O:21])(=[O:22])[c:16]2[c:17]1[s:18][cH:19][cH:20]2.